This data is from the Open Reaction Database (ORD), a public repository of structured organic reaction records. The task is: describe an organic reaction: reactants, conditions, products, and yield Starting materials: CCOC(=O)CC(=O)OCC, CCOC(=O)C=Cc1cccc(F)c1, C1CCOC1, CCO, [H-], [Na+]. Yields the product CCOC(=O)CC(c1cccc(F)c1)C(C(=O)OCC)C(=O)OCC. As a reaction SMILES: [C:3]([CH2:4][C:5](=[O:6])[O:7][CH2:8][CH3:9])(=[O:10])[O:11][CH2:12][CH3:13].[CH2:14]([CH3:15])[O:16][C:17]([CH:18]=[CH:19][c:20]1[cH:21][c:22]([F:26])[cH:23][cH:24][cH:25]1)=[O:27].[CH2:31]1[O:32][CH2:33][CH2:34][CH2:35]1.[CH3:28][CH2:29][OH:30].[H-:2].[Na+:1]>>[C:3]([CH:4]([C:5](=[O:6])[O:7][CH2:8][CH3:9])[CH:19]([CH2:18][C:17]([O:16][CH2:14][CH3:15])=[O:27])[c:20]1[cH:21][c:22]([F:26])[cH:23][cH:24][cH:25]1)(=[O:10])[O:11][CH2:12][CH3:13]. Reactants: CCCCO, Cl, Nc1ccc(O)cc1, Clc1ncc(Br)c(Nc2ccccc2)n1. Product: Oc1ccc(Nc2ncc(Br)c(Nc3ccccc3)n2)cc1. Reaction SMILES: [CH2:25]([OH:26])[CH2:27][CH2:28][CH3:29].[ClH:9].[NH2:1][c:2]1[cH:3][cH:4][c:5]([OH:6])[cH:7][cH:8]1.[NH:10]([c:11]1[cH:12][cH:13][cH:14][cH:15][cH:16]1)[c:17]1[n:18][c:19]([Cl:24])[n:20][cH:21][c:22]1[Br:23]>>[NH:1]([c:2]1[cH:3][cH:4][c:5]([OH:6])[cH:7][cH:8]1)[c:19]1[n:18][c:17]([NH:10][c:11]2[cH:12][cH:13][cH:14][cH:15][cH:16]2)[c:22]([Br:23])[cH:21][n:20]1. Starting materials: Clc1ccc(Br)s1, CCCC[Sn](Cl)(CCCC)CCCC, [Li]CCCC, C1CCOC1. The product is CCCC[Sn](CCCC)(CCCC)c1ccc(Cl)s1. Reaction SMILES: [Br:1][c:2]1[s:3][c:4]([Cl:7])[cH:5][cH:6]1.[CH2:13]([CH2:14][CH2:15][CH3:16])[Sn:17]([CH2:18][CH2:19][CH2:20][CH3:21])([CH2:22][CH2:23][CH2:24][CH3:25])[Cl:26].[CH2:8]([Li:9])[CH2:10][CH2:11][CH3:12].[O:27]1[CH2:28][CH2:29][CH2:30][CH2:31]1>>[c:2]1([Sn:17]([CH2:13][CH2:14][CH2:15][CH3:16])([CH2:18][CH2:19][CH2:20][CH3:21])[CH2:22][CH2:23][CH2:24][CH3:25])[s:3][c:4]([Cl:7])[cH:5][cH:6]1. Reported procedure: A mixture of (2-(1,3-dioxan-2-yl)ethyl)triphenylphosphonium bromide (17.4 g, 38.0 millimols) with THF (100 ml) was cooled down to -20° C., followed by adding t-BuOK (4.5 g, 39.9 millimols) to the mixture, stirring for 30 minutes, dropwise adding to the mixture, a THF (35 ml) solution of trans-4-(4-cyanophenyl)cyclohexanecarbaldehyde (7.7 g, 36.1 millimols) so as to keep the temperature at -20° C. or lower, stirring the mixture at the same temperature for 2 hours, and treating the reaction produc... Reaction conditions: temperature -20 celsius, time 30 minute. Yields the product O1C(OCCC1)CC=C[C@@H]1CC[C@H](CC1)C1=CC=C(C#N)C=C1 (4-(trans-4-(3-(1,3-dioxan-2-yl) propenyl)cyclohexyl)benzonitrile). Yield: 91.6%. The solvent is C1CCOC1 (THF), C1CCOC1 (THF). Reactants: [Br-].O1C(OCCC1)CC[P+](C1=CC=CC=C1)(C1=CC=CC=C1)C1=CC=CC=C1 ((2-(1,3-dioxan-2-yl)ethyl)triphenylphosphonium bromide), C(#N)C1=CC=C(C=C1)[C@@H]1CC[C@H](CC1)C=O (trans-4-(4-cyanophenyl)cyclohexanecarbaldehyde), CC(C)(C)[O-].[K+] (t-BuOK). Reaction SMILES: [Br-].[O:2]1[CH2:7][CH2:6][CH2:5][O:4][CH:3]1[CH2:8][CH2:9][P+](C1C=CC=CC=1)(C1C=CC=CC=1)C1C=CC=CC=1.CC([O-])(C)C.[K+].[C:35]([C:37]1[CH:42]=[CH:41][C:40]([C@H:43]2[CH2:48][CH2:47][C@H:46]([CH:49]=O)[CH2:45][CH2:44]2)=[CH:39][CH:38]=1)#[N:36]>C1COCC1>[O:4]1[CH2:5][CH2:6][CH2:7][O:2][CH:3]1[CH2:8][CH:9]=[CH:49][C@H:46]1[CH2:47][CH2:48][C@H:43]([C:40]2[CH:39]=[CH:38][C:37]([C:35]#[N:36])=[CH:42][CH:41]=2)[CH2:44][CH2:45]1 |f:0.1,2.3|. Reactants: Nc1cc[nH]n1, C1CCOC1, O=C1Nc2ccccc2C1=CO, O=C1Nc2cc(F)ccc2C1=CO, Nc1cc(-c2ccco2)[nH]n1. Yields the product O=C1Nc2cc(F)ccc2C1=CNc1cc(-c2ccco2)[nH]n1. Reaction SMILES: [NH2:37][c:38]1[cH:39][cH:40][nH:41][n:42]1.[O:43]1[CH2:44][CH2:45][CH2:46][CH2:47]1.[OH:14][CH:15]=[C:16]1[C:17](=[O:18])[NH:19][c:20]2[c:21]1[cH:22][cH:23][cH:24][cH:25]2.[OH:1][CH:2]=[C:3]1[C:4](=[O:13])[NH:5][c:6]2[cH:7][c:8]([F:12])[cH:9][cH:10][c:11]21.[o:26]1[c:27](-[c:31]2[cH:32][c:33]([NH2:36])[n:34][nH:35]2)[cH:28][cH:29][cH:30]1>>[CH:2](=[C:3]1[C:4](=[O:13])[NH:5][c:6]2[cH:7][c:8]([F:12])[cH:9][cH:10][c:11]21)[NH:36][c:33]1[cH:32][c:31](-[c:27]2[o:26][cH:30][cH:29][cH:28]2)[nH:35][n:34]1. Starting materials: COC1=CC2=C(CC(N(CC2)CCCCl)=O)C=C1OC (1-[7,8-dimethoxy-1,3,4,5-tetrahydro-2H-3-benzazepin-2-on-3-yl]-3-chloropropane), CNC1CC2=CC3=C(C=C2CC1)OCO3 (2-methylamino-6,7-methylenedioxy-1,2,3,4-tetra-hydronaphthalene). The product is COC1=CC2=C(CC(N(CC2)CCCN(C2CC3=CC4=C(C=C3CC2)OCO4)C)=O)C=C1OC (1-[7,8-Dimethoxy-1,3,4,5-tetrahydro-2H-3-benzazepin-2-on-3-yl]-3-[N-methyl-N-(6,7-methylenedioxy-1,2,3,4-tetrahydro-naphth-2-yl)-amino]-propane). Reaction SMILES: [CH3:1][O:2][C:3]1[C:18]([O:19][CH3:20])=[CH:17][C:6]2[CH2:7][C:8](=[O:16])[N:9]([CH2:12][CH2:13][CH2:14]Cl)[CH2:10][CH2:11][C:5]=2[CH:4]=1.[CH3:21][NH:22][CH:23]1[CH2:32][CH2:31][C:30]2[C:25](=[CH:26][C:27]3[O:35][CH2:34][O:33][C:28]=3[CH:29]=2)[CH2:24]1>>[CH3:1][O:2][C:3]1[C:18]([O:19][CH3:20])=[CH:17][C:6]2[CH2:7][C:8](=[O:16])[N:9]([CH2:12][CH2:13][CH2:14][N:22]([CH3:21])[CH:23]3[CH2:32][CH2:31][C:30]4[C:25](=[CH:26][C:27]5[O:35][CH2:34][O:33][C:28]=5[CH:29]=4)[CH2:24]3)[CH2:10][CH2:11][C:5]=2[CH:4]=1. Reported procedure: The title compound is prepared from 1-[7,8-dimethoxy-1,3,4,5-tetrahydro-2H-3-benzazepin-2-on-3-yl]-3-chloropropane and 2-methylamino-6,7-methylenedioxy-1,2,3,4-tetra-hydronaphthalene analogously to Example 1. Mp: >148° C. (decomp.). Reactants: C1(CCC1)CO (cyclobutane methanol), C(=O)=O (dry ice), CCOCC (ether), CC1=C(C(=O)C2=C(C1=O)N3C[C@H]4[C@@H]([C@@]3([C@@H]2COC(=O)N)OC)N4)OC (mitomycin A), solution, [OH-].[K+] (KOH), C1(CCC1)CO (cyclobutane methanol), C1(CCC1)CO (cyclobutane methanol). Yields the product C(N)(O)=O.OCC1C2(N(C=3C(C(=C(C(C13)=O)OCC1CCC1)C)=O)CC1C2N1)OC (1,1a,2,8,8a,8b-Hexahydro-8-(hydroxymethyl)-8a-methoxy-5-methyl-6-(cyclobutylmethoxy)-azirino[2',3':3,4]pyrrolo[1,2-a]indole-4,7-dione carbamate). Yield: 29.0%. Reaction SMILES: [CH3:1][C:2]1[C:8](=[O:9])[C:7]2[N:10]3[C@@:14]([O:21][CH3:22])([C@H:15]([CH2:16][O:17][C:18]([NH2:20])=[O:19])[C:6]=2[C:4](=[O:5])[C:3]=1[O:24][CH3:25])[C@H:13]1[NH:23][C@H:12]1[CH2:11]3.[OH-].[K+].C(=O)=O.CCOCC.[CH:36]1(CO)[CH2:39][CH2:38][CH2:37]1>>[C:18](=[O:17])([OH:19])[NH2:20].[OH:17][CH2:16][CH:15]1[C:6]2[C:4](=[O:5])[C:3]([O:24][CH2:25][CH:36]3[CH2:39][CH2:38][CH2:37]3)=[C:2]([CH3:1])[C:8](=[O:9])[C:7]=2[N:10]2[CH2:11][CH:12]3[NH:23][CH:13]3[C:14]12[O:21][CH3:22] |f:1.2,6.7|. Procedure details: A solution of mitomycin A (64 mg) in 4 ml of cyclobutane methanol was stirred at room temperature and under nitrogen for 45 minutes with 500 mg of a 1.6% solution of KOH in cyclobutane methanol. The reaction mixture was decomposed with excess dry ice while immersing the flask into a water bath at room temperature. It was then isolated on a silica gel plate using ether, which elutes the cyclobutane methanol to the top of the plate (the plate was developed several times). This procedure gives 21.5... Reactants: CC(C)(C)NS(=O)(=O)C=Cc1ccncc1, O=C(O)C(F)(F)F. Product: NS(=O)(=O)C=Cc1ccncc1. As a reaction SMILES: [C:1]([CH3:2])([CH3:3])([CH3:4])[NH:5][S:6](=[O:7])(=[O:8])[CH:9]=[CH:10][c:11]1[cH:12][cH:13][n:14][cH:15][cH:16]1.[OH:17][C:18]([C:19]([F:20])([F:21])[F:22])=[O:23]>>[NH2:5][S:6](=[O:7])(=[O:8])[CH:9]=[CH:10][c:11]1[cH:12][cH:13][n:14][cH:15][cH:16]1. Starting materials: BrB(Br)Br, ClCCl, COc1c(F)cccc1Cl. As a reaction SMILES: [B:11]([Br:12])([Br:13])[Br:14].[Cl:15][CH2:16][Cl:17].[Cl:1][c:2]1[c:3]([O:9][CH3:10])[c:4]([F:8])[cH:5][cH:6][cH:7]1>>[Cl:1][c:2]1[c:3]([OH:9])[c:4]([F:8])[cH:5][cH:6][cH:7]1. The product is Oc1c(F)cccc1Cl. The reactants are FC1=C2C=CNC2=C(C=C1)Br (4-fluoro-7-bromoindole), C(#N)[Cu] (CuCN), N (ammonia). Run in CN(C)C=O (DMF), CO (MeOH). Yields the product FC1=C2C=CNC2=C(C=C1)C#N (4-fluoro-7-cyanoindole). Isolated yield 69.1%. RXN SMILES: [F:1][C:2]1[CH:10]=[CH:9][C:8](Br)=[C:7]2[C:3]=1[CH:4]=[CH:5][NH:6]2.[C:12]([Cu])#[N:13].N>CN(C=O)C.CO>[F:1][C:2]1[CH:10]=[CH:9][C:8]([C:12]#[N:13])=[C:7]2[C:3]=1[CH:4]=[CH:5][NH:6]2. Procedure: A mixture of 4-fluoro-7-bromoindole (600 mg, 2.8 mmol) and CuCN (1.004 g, 11.2 mmol) in DMF (4 ml) was refluxed for 16 hours. After cooling to room temperature, the reaction mixture was poured into a solution of ammonia in MeOH (30 ml, sat.) and the residue removed by filtration. The filtrate was added to a mixture of water (20 ml)/ammonia (20 ml, sat. aq.) and extracted with EtOAc/Ether (1/1) until TLC analysis showed no product in the aqueous phase. The combined organic extracts were washed wi...